describe an organic reaction: reactants, conditions, products, and yield From a dataset of the Open Reaction Database (ORD), a public repository of structured organic reaction records. Run at temperature 40 celsius. Yields the product CO\N=C(\C(=O)NC)/C1=C(C=CC=C1)COC1=C(C=CC=C1)C (E-2-Methoxyimino-2-[(2-methylphenoxymethyl)phenyl]-N-methylacetamide). Reaction SMILES: [CH3:1][O:2]/[N:3]=[C:4](\[C:9]1[CH:14]=[CH:13][CH:12]=[CH:11][C:10]=1[CH2:15][O:16][C:17]1[CH:22]=[CH:21][CH:20]=[CH:19][C:18]=1[CH3:23])/[C:5](OC)=[O:6].[CH3:24][NH2:25]>>[CH3:1][O:2]/[N:3]=[C:4](\[C:9]1[CH:14]=[CH:13][CH:12]=[CH:11][C:10]=1[CH2:15][O:16][C:17]1[CH:22]=[CH:21][CH:20]=[CH:19][C:18]=1[CH3:23])/[C:5]([NH:25][CH3:24])=[O:6]. Procedure: 250 g of methyl E-2-methoxyimino-2-[(2-methylphenoxymethyl)phenyl]acetate are suspended in 1 l of 40% strength aqueous methylamine solution and heated to 40° C. for 4 h. After cooling to room temperature (20° C.), the solid is filtered off with suction, washed several times with water and dried at 50° C. 229.8 g of the title compound are obtained as colorless crystals. Reactants: CO\N=C(\C(=O)OC)/C1=C(C=CC=C1)COC1=C(C=CC=C1)C (methyl E-2-methoxyimino-2-[(2-methylphenoxymethyl)phenyl]acetate), CN (methylamine). The reactants are COC(=O)C(C)NS(=O)(=O)N1CCN(C(=O)OC(C)(C)C)CC1, ClCCl, COC(=O)C(N)C(C)C, Cl, C1COCCO1. Product: COC(=O)C(C)NS(=O)(=O)N1CCNCC1. RXN SMILES: [C:2]([O:3][C:4](=[O:5])[N:9]1[CH2:10][CH2:11][N:12]([S:15](=[O:16])(=[O:17])[NH:18][CH:19]([C:20](=[O:21])[O:22][CH3:23])[CH3:24])[CH2:13][CH2:14]1)([CH3:6])([CH3:7])[CH3:8].[CH2:34]([Cl:35])[Cl:36].[CH3:25][O:26][C:27](=[O:28])[CH:29]([CH:30]([CH3:31])[CH3:32])[NH2:33].[ClH:1].[O:37]1[CH2:38][CH2:39][O:40][CH2:41][CH2:42]1>>[NH:9]1[CH2:10][CH2:11][N:12]([S:15](=[O:16])(=[O:17])[NH:18][CH:19]([C:20](=[O:21])[O:22][CH3:23])[CH3:24])[CH2:13][CH2:14]1. Reactants: Cl (hydrochloric acid), COC1=CC=C(C=C1)S(=O)(=O)Cl (p-methoxybenzenesulfonyl chloride), N(CC(=O)O)CC(=O)O (iminodiacetic acid), [OH-].[Na+] (sodium hydroxide). The solvent is O1CCCC1 (tetrahydrofuran), O (water), O1CCCC1 (tetrahydrofuran). Conditions: time 1.5 hour. Yields the product COC1=CC=C(C=C1)S(=O)(=O)N(CC(=O)O)CC(=O)O (N-p-methoxybenzenesulfonyl-iminodiacetic acid). RXN SMILES: [NH:1]([CH2:6][C:7]([OH:9])=[O:8])[CH2:2][C:3]([OH:5])=[O:4].[OH-].[Na+].[CH3:12][O:13][C:14]1[CH:19]=[CH:18][C:17]([S:20](Cl)(=[O:22])=[O:21])=[CH:16][CH:15]=1.Cl>O.O1CCCC1>[CH3:12][O:13][C:14]1[CH:15]=[CH:16][C:17]([S:20]([N:1]([CH2:6][C:7]([OH:9])=[O:8])[CH2:2][C:3]([OH:5])=[O:4])(=[O:22])=[O:21])=[CH:18][CH:19]=1 |f:1.2|. Reported procedure: 3.3 Parts of iminodiacetic acid and 3.2 parts of sodium hydroxide are dissolved in 50 parts of water. Into the resulting aqueous solution, 20 parts of tetrahydrofuran containing 5 parts of p-methoxybenzenesulfonyl chloride was dropped. The resulting mixture is suspending at first, but becomes transparent when stirred at room temperature for about 1.5 hours. The mixture is further stirred at 50° C. for about 20 minutes to terminate the reaction. After completion of the reaction, the reaction liqu... The reactants are O=C1CCC1, CN(C)C=O, CCOC(=O)CP(=O)(OCC)OCC, [Cl-], [H-], [NH4+], [Na+]. The product is CCOC(=O)C=C1CCC1. RXN SMILES: [C:17]1(=[O:21])[CH2:18][CH2:19][CH2:20]1.[CH3:24][N:25]([CH3:26])[CH:27]=[O:28].[CH3:3][CH2:4][O:5][C:6](=[O:7])[CH2:8][P:9]([O:10][CH2:11][CH3:12])([O:13][CH2:14][CH3:15])=[O:16].[Cl-:22].[H-:1].[NH4+:23].[Na+:2]>>[CH3:3][CH2:4][O:5][C:6](=[O:7])[CH:8]=[C:17]1[CH2:18][CH2:19][CH2:20]1. Reactants: N1C(NCC1)=S (imidazolidine-2-thione), BrCC(=O)C1(CCC1)C1=CC(=C(C=C1)Cl)Cl (2-bromo-1-[1-(3,4-dichlorophenyl)cyclobutyl]ethanone). Run in CC(=O)C (acetone), CC(=O)C (acetone). Product: Br.ClC=1C=C(C=CC1Cl)C1(CCC1)C(CSC=1NCCN1)=O (1-[1-(3,4-dichlorophenyl)cyclobutyl]-2-(2-imidazolin-2-ylthio)ethanone hydrobromide). Isolated yield 87.2%. Reaction SMILES: [NH:1]1[CH2:5][CH2:4][NH:3][C:2]1=[S:6].[Br:7][CH2:8][C:9]([C:11]1([C:15]2[CH:20]=[CH:19][C:18]([Cl:21])=[C:17]([Cl:22])[CH:16]=2)[CH2:14][CH2:13][CH2:12]1)=[O:10]>CC(C)=O>[BrH:7].[Cl:22][C:17]1[CH:16]=[C:15]([C:11]2([C:9](=[O:10])[CH2:8][S:6][C:2]3[NH:1][CH2:5][CH2:4][N:3]=3)[CH2:14][CH2:13][CH2:12]2)[CH:20]=[CH:19][C:18]=1[Cl:21] |f:3.4|. Procedure: A solution of imidazolidine-2-thione (4.5 g) in acetone (750 ml ) was added to a solution of 2-bromo-1-[1-(3,4-dichlorophenyl)cyclobutyl]ethanone (15 g) in acetone (125 ml), then the stirred mixture was heated under reflux for 10 minutes, and allowed to cool to ambient temperature. The resulting solid was collected by filtration, washed with ethanol (50 ml) and dried in vacuo at 60° C. for 4 hours to give 1-[1-(3,4-dichlorophenyl)cyclobutyl]-2-(2-imidazolin-2-ylthio)ethanone hydrobromide as a wh...